Dataset: the Open Reaction Database (ORD), a public repository of structured organic reaction records. Task: describe an organic reaction: reactants, conditions, products, and yield The product is CCCc1nc(C)c(C(=O)NCCCc2ccccc2)c(-c2cc(Cl)cc(Cl)c2)n1. Reactants: [Br-], CCC[Mg+], C1CCOC1, CCOC(C)=O, Cc1nc(S(C)(=O)=O)nc(-c2cc(Cl)cc(Cl)c2)c1C(=O)NCCCc1ccccc1, Cl. Reaction SMILES: [Br-:32].[CH2:33]([CH2:34][CH3:35])[Mg+:36].[CH2:38]1[O:39][CH2:40][CH2:41][CH2:42]1.[CH3:43][CH2:44][O:45][C:46](=[O:47])[CH3:48].[Cl:1][c:2]1[cH:3][c:4](-[c:9]2[n:10][c:11]([S:28]([CH3:29])(=[O:30])=[O:31])[n:12][c:13]([CH3:27])[c:14]2[C:15](=[O:16])[NH:17][CH2:18][CH2:19][CH2:20][c:21]2[cH:22][cH:23][cH:24][cH:25][cH:26]2)[cH:5][c:6]([Cl:8])[cH:7]1.[ClH:37]>>[Cl:1][c:2]1[cH:3][c:4](-[c:9]2[n:10][c:11]([CH2:33][CH2:34][CH3:35])[n:12][c:13]([CH3:27])[c:14]2[C:15](=[O:16])[NH:17][CH2:18][CH2:19][CH2:20][c:21]2[cH:22][cH:23][cH:24][cH:25][cH:26]2)[cH:5][c:6]([Cl:8])[cH:7]1. Reactants: [Al+3], COC(=O)CCCCCCCCCCOc1ccc(C(C)(C)C)cc1, CCOCC, [H-], [H-], [H-], [H-], [Li+]. Product: CC(C)(C)c1ccc(OCCCCCCCCCCCO)cc1. Reaction SMILES: [Al+3:27].[C:1]([CH3:2])([CH3:3])([CH3:4])[c:5]1[cH:6][cH:7][c:8]([O:9][CH2:10][CH2:11][CH2:12][CH2:13][CH2:14][CH2:15][CH2:16][CH2:17][CH2:18][CH2:19][C:20](=[O:21])[O:22][CH3:23])[cH:24][cH:25]1.[CH3:32][CH2:33][O:34][CH2:35][CH3:36].[H-:26].[H-:29].[H-:30].[H-:31].[Li+:28]>>[C:1]([CH3:2])([CH3:3])([CH3:4])[c:5]1[cH:6][cH:7][c:8]([O:9][CH2:10][CH2:11][CH2:12][CH2:13][CH2:14][CH2:15][CH2:16][CH2:17][CH2:18][CH2:19][CH2:20][OH:21])[cH:24][cH:25]1. The reactants are C(=O)([O-])[O-].[K+].[K+] (K2CO3), C(C)(C)(C)C1=CC(=C(C(=C1)[N+](=O)[O-])O)C (4-tert-Butyl-2-methyl-6-nitro-phenol), CI (MeI). The solvent is CC(=O)C (acetone). Conditions: temperature 60 celsius, time 8 hour. Yields the product C(C)(C)(C)C=1C=C(C(=C(C1)C)OC)[N+](=O)[O-] (5-tert-Butyl-2-methoxy-1-methyl-3-nitro-benzene). The yield is 99.0%. As a reaction SMILES: [C:1]([C:5]1[CH:10]=[C:9]([N+:11]([O-:13])=[O:12])[C:8]([OH:14])=[C:7]([CH3:15])[CH:6]=1)([CH3:4])([CH3:3])[CH3:2].[C:16]([O-])([O-])=O.[K+].[K+].CI>CC(C)=O>[C:1]([C:5]1[CH:10]=[C:9]([N+:11]([O-:13])=[O:12])[C:8]([O:14][CH3:16])=[C:7]([CH3:15])[CH:6]=1)([CH3:4])([CH3:3])[CH3:2] |f:1.2.3|. Procedure details: 4-tert-Butyl-2-methyl-6-nitro-phenol (209 mg, 1 mmol) was dissolved in 3 mL acetone. 552 mg K2CO3 (4 eq) was added, followed by addition of MeI (0.33 mL, 5 mmol). The reaction mixture was stirred vigorously at 60° C. overnight. After removal of the acetone, the residue was shaken with DCM. Filtration and evaporation of the solution yielded 221 mg product which was used as such. Starting materials: CC(C)(C)OC(=O)N1CCCC(CN2CCN(C(=O)Nc3ccc(Cl)c(Cl)c3)CC2)C1, ClCCl, [Na+], O=C([O-])O, O, O=C(O)C(F)(F)F. Yields the product O=C(Nc1ccc(Cl)c(Cl)c1)N1CCN(CC2CCCNC2)CC1. Reaction SMILES: [Cl:1][c:2]1[cH:3][c:4]([NH:9][C:10](=[O:11])[N:12]2[CH2:13][CH2:14][N:15]([CH2:18][CH:19]3[CH2:20][N:21]([C:25]([O:26][C:27]([CH3:28])([CH3:29])[CH3:30])=[O:31])[CH2:22][CH2:23][CH2:24]3)[CH2:16][CH2:17]2)[cH:5][cH:6][c:7]1[Cl:8].[Cl:39][CH2:40][Cl:41].[Na+:46].[O-:42][C:43]([OH:44])=[O:45].[OH2:47].[OH:32][C:33]([C:34]([F:35])([F:36])[F:37])=[O:38]>>[Cl:1][c:2]1[cH:3][c:4]([NH:9][C:10](=[O:11])[N:12]2[CH2:13][CH2:14][N:15]([CH2:18][CH:19]3[CH2:20][NH:21][CH2:22][CH2:23][CH2:24]3)[CH2:16][CH2:17]2)[cH:5][cH:6][c:7]1[Cl:8].